From a dataset of the Open Reaction Database (ORD), a public repository of structured organic reaction records. describe an organic reaction: reactants, conditions, products, and yield Reaction SMILES: [CH3:1][C:2]1[C:7]([C:8]2[CH:13]=[CH:12][CH:11]=[CH:10][CH:9]=2)=[C:6]([CH3:14])[N:5]=[C:4]([NH2:15])[CH:3]=1.[Cl:16][C:17]1[CH:27]=[CH:26][CH:25]=[C:24]([Cl:28])[C:18]=1[C:19]([N:21]=[C:22]=[O:23])=[O:20]>C(OCC)(=O)C>[Cl:16][C:17]1[CH:27]=[CH:26][CH:25]=[C:24]([Cl:28])[C:18]=1[C:19]([NH:21][C:22]([NH:15][C:4]1[CH:3]=[C:2]([CH3:1])[C:7]([C:8]2[CH:13]=[CH:12][CH:11]=[CH:10][CH:9]=2)=[C:6]([CH3:14])[N:5]=1)=[O:23])=[O:20]. Procedure details: 4,6-Dimethyl-5-phenyl-2-pyridylamine (500 mg) and 2,6-dichlorobenzoyl isocyanate (650 mg) were reacted in 25 ml ethyl acetate. A precipitate formed which was filtered, dried, and identified by NMR analysis as the desired product, m.p. 230°-235° C. Starting materials: CC1=CC(=NC(=C1C1=CC=CC=C1)C)N (4,6-Dimethyl-5-phenyl-2-pyridylamine), ClC1=C(C(=O)N=C=O)C(=CC=C1)Cl (2,6-dichlorobenzoyl isocyanate). Solvent: C(C)(=O)OCC (ethyl acetate). The product is ClC1=C(C(=O)NC(=O)NC2=NC(=C(C(=C2)C)C2=CC=CC=C2)C)C(=CC=C1)Cl (1-(2,6-DICHLOROBENZOYL)-3-(4,6-DIMETHYL-5-PHENYL-2-PYRIDYL)UREA). The reactants are FC(C1=NC2=C(C=CC=C2C(=C1C(=O)Cl)O)C(F)(F)F)(F)F (2,8-bis-(trifluoromethyl)-4-hydroxy-3-quinoline-carboxylic acid chloride), NC1=NOC(=C1)C (3-amino-5-methyl-isoxazole). Product: FC(C1=NC2=C(C=CC=C2C(=C1C(=O)NC1=NOC(=C1)C)O)C(F)(F)F)(F)F (2,8-bis-(trifluoromethyl)-4-hydroxy-N-(5-methyl-isoxazol-3-yl)-3-quinoline-carboxamide). The yield is 48.6%. RXN SMILES: [F:1][C:2]([F:22])([F:21])[C:3]1[C:12]([C:13](Cl)=[O:14])=[C:11]([OH:16])[C:10]2[C:5](=[C:6]([C:17]([F:20])([F:19])[F:18])[CH:7]=[CH:8][CH:9]=2)[N:4]=1.[NH2:23][C:24]1[CH:28]=[C:27]([CH3:29])[O:26][N:25]=1>>[F:1][C:2]([F:22])([F:21])[C:3]1[C:12]([C:13]([NH:23][C:24]2[CH:28]=[C:27]([CH3:29])[O:26][N:25]=2)=[O:14])=[C:11]([OH:16])[C:10]2[C:5](=[C:6]([C:17]([F:20])([F:19])[F:18])[CH:7]=[CH:8][CH:9]=2)[N:4]=1. Procedure details: Using the procedure of Example 2, 27.2 g of 2,8-bis-(trifluoromethyl)-4-hydroxy-3-quinoline-carboxylic acid chloride and 6.38 g of 3-amino-5-methyl-isoxazole were reacted to obtain 12.8 g of 2,8-bis-(trifluoromethyl)-4-hydroxy-N-(5-methyl-isoxazol-3-yl)-3-quinoline-carboxamide melting at 216° C. Procedure: 2-Fluorobenzoyl cyanide was prepared according to the general procedure reported by G. A. Olah et al. [supra]. Under dry conditions, 1.2 mL of 2-fluorobenzoyl chloride (97%, Aldrich) (10 mmol), 26 mL of methylene chloride, freshly distilled from phosphorus pentoxide under nitrogen, and 1.55 mL of trimethylsilyl cyanide (12 mmol) were placed in a 100-mL round bottom flask. To this solution 0.25 mL of tin (IV) chloride (2.1 mmol) was added. On addition of the tin (IV) chloride, the color of the so... Isolated yield 47.7%. Run in C(Cl)Cl (methylene chloride). RXN SMILES: [F:1][C:2]1[CH:10]=[CH:9][CH:8]=[CH:7][C:3]=1[C:4](Cl)=[O:5].O=P12OP3(OP(OP(O3)(O1)=O)(=O)O2)=O.C[Si]([C:29]#[N:30])(C)C.[Sn](Cl)(Cl)(Cl)Cl>C(Cl)Cl>[F:1][C:2]1[CH:10]=[CH:9][CH:8]=[CH:7][C:3]=1[C:4]([C:29]#[N:30])=[O:5]. Yields the product FC1=C(C(=O)C#N)C=CC=C1 (2-fluorobenzoyl cyanide). Starting materials: [Sn](Cl)(Cl)(Cl)Cl (tin (IV) chloride), [Sn](Cl)(Cl)(Cl)Cl (tin (IV) chloride), FC1=C(C(=O)Cl)C=CC=C1 (2-fluorobenzoyl chloride), O=P12OP3(=O)OP(=O)(O1)OP(=O)(O2)O3 (phosphorus pentoxide), C[Si](C)(C)C#N (trimethylsilyl cyanide). Run at time 2 hour. The reactants are O=C1C2=C(OC3=C(C1)C=CC=C3)C=C(C=C2)C(C(=O)N)C (2-(10,11-dihydro-11-oxo dibenzo[b,f]oxepin-3-yl)-propionamide), S(O)(O)(=O)=O (sulfuric acid), C(C)O (ethanol). Run at time 5 hour. The product is O=C1C2=C(OC3=C(C1)C=CC=C3)C=C(C=C2)C(C(=O)OCC)C (ethyl 2-(10,11-dihydro-11-oxo dibenzo[b,f]oxepin-3-yl)-propionate). As a reaction SMILES: [O:1]=[C:2]1[CH2:8][C:7]2[CH:9]=[CH:10][CH:11]=[CH:12][C:6]=2[O:5][C:4]2[CH:13]=[C:14]([CH:17]([CH3:21])[C:18](N)=[O:19])[CH:15]=[CH:16][C:3]1=2.S(=O)(=O)(O)O.[CH2:27]([OH:29])[CH3:28]>>[O:1]=[C:2]1[CH2:8][C:7]2[CH:9]=[CH:10][CH:11]=[CH:12][C:6]=2[O:5][C:4]2[CH:13]=[C:14]([CH:17]([CH3:21])[C:18]([O:29][CH2:27][CH3:28])=[O:19])[CH:15]=[CH:16][C:3]1=2. Procedure: To 50 mg of 2-(10,11-dihydro-11-oxo dibenzo[b,f]oxepin-3-yl)-propionamide in 2 ml of ethanol was added 0.2 ml of conc. sulfuric acid and the mixture was refluxed with stirring for 5 hours. The solvent was distilled off to obtain the residue, which was extracted with ethyl acetate. The extract was washed with saturated sodium chloride solution and dried over anhydrous sodium sulfate. The solvent was distilled off to obtain yellow oil, which was chromatographed over silica gel, eluted with chlorof... Starting materials: ClC=1C=CC(=C(C1)C1=CC(N(C=C1)C(C(=O)OCC)C(C)C)=O)C#N (ethyl 2-[4-(5-chloro-2-cyanophenyl)-2-oxopyridin-1(2H)-yl]-3-methylbutanoate), [OH-].[Li+] (lithium hydroxide). The product is ClC=1C=CC(=C(C1)C1=CC(N(C=C1)C(C(=O)O)C(C)C)=O)C#N (2-[4-(5-Chloro-2-cyanophenyl)-2-oxopyridin-1(2H)-yl]-3-methylbutanoic acid). As a reaction SMILES: [Cl:1][C:2]1[CH:3]=[CH:4][C:5]([C:24]#[N:25])=[C:6]([C:8]2[CH:13]=[CH:12][N:11]([CH:14]([CH:20]([CH3:22])[CH3:21])[C:15]([O:17]CC)=[O:16])[C:10](=[O:23])[CH:9]=2)[CH:7]=1.[OH-].[Li+]>>[Cl:1][C:2]1[CH:3]=[CH:4][C:5]([C:24]#[N:25])=[C:6]([C:8]2[CH:13]=[CH:12][N:11]([CH:14]([CH:20]([CH3:22])[CH3:21])[C:15]([OH:17])=[O:16])[C:10](=[O:23])[CH:9]=2)[CH:7]=1 |f:1.2|. Procedure details: 117 mg (purity 81%, 0.26 mmol) of ethyl 2-[4-(5-chloro-2-cyanophenyl)-2-oxopyridin-1(2H)-yl]-3-methylbutanoate (racemate) were hydrolysed with lithium hydroxide according to General Method 6B. Yield: 79 mg (purity 86%, 78% of theory) Reactants: FC(C(=O)O)(F)F (trifluoroacetic acid), P(=O)(OC)(OC)[O-] (dimethyl phosphate), COC=1C=C(C=O)C=C(C1OC)OC (3,4,5-trimethoxybenzaldehyde), C[O-].[Na+] (sodium methoxide). Solvent: CO (methanol). Conditions: temperature 0 celsius. Yields the product COP(OC)(=O)C(C1=CC(=C(C(=C1)OC)OC)OC)O ([Hydroxy-(3,4,5-trimethoxy-phenyl)-methyl]-phosphonic acid dimethyl ester). The yield is 87.9%. Reaction SMILES: C[O-].[Na+].[P:4]([O-:10])([O:8][CH3:9])([O:6][CH3:7])=O.[CH3:11][O:12][C:13]1[CH:14]=[C:15]([CH:18]=[C:19]([O:23][CH3:24])[C:20]=1[O:21][CH3:22])[CH:16]=[O:17].FC(F)(F)C(O)=O>CO>[CH3:9][O:8][P:4]([CH:16]([OH:17])[C:15]1[CH:14]=[C:13]([O:12][CH3:11])[C:20]([O:21][CH3:22])=[C:19]([O:23][CH3:24])[CH:18]=1)(=[O:10])[O:6][CH3:7] |f:0.1|. Procedure details: A round-bottom flask equipped with thermometer, condenser and gas inlet was charged with methanol (150 mL) and sodium methoxide (1.074 g, 20 mmol) and cooled to 0° C. under nitrogen protection. To a stirred solution were added subsequently dimethyl phosphate (19.52 g, 0.177 mol) and 3,4,5-trimethoxybenzaldehyde (30 g, 0.153 mol). A resulted solution was heated at 50° C. for 1 hour, cooled down to r.t. and treated with trifluoroacetic acid (4.6 ml). The mixture was concentrated under reduced pres... Product: FCC(C=1SC(=CN1)C1=CC(=CC(=C1)NC1=NC=CC(=N1)C(F)(F)F)C)(O)[C@@H]1CC[C@H](CC1)C(=O)O (racemic trans-4-{2-fluoro-1-hydroxy-1-[5-(3-methyl-5-{[4-(trifluoromethyl)pyrimidin-2-yl]amino}phenyl)-1,3-thiazol-2-yl]ethyl}cyclohexanecarboxylic acid). Reported procedure: Ethyl trans-4-{2-fluoro-1-hydroxy-1-[5-(3-methyl-5-{[4-(trifluoromethyl)-pyrimidin-2-yl]amino}phenyl)-1,3-thiazol-2-yl]ethyl}cyclohexanecarboxylate (72 mg, 0.130 mmol) was dissolved in HCl (10 M in water, 2 ml, 20.0 mmol) and heated to reflux for 20 min. The reaction was diluted with DMSO and purified on reverse phase HPLC (acetonitrile/water with a 0.1% TFA modifier) to afford racemic trans-4-{2-fluoro-1-hydroxy-1-[5-(3-methyl-5-{[4-(trifluoromethyl)pyrimidin-2-yl]amino}phenyl)-1,3-thiazol-2-yl... Starting materials: FCC(C=1SC(=CN1)C1=CC(=CC(=C1)NC1=NC=CC(=N1)C(F)(F)F)C)(O)[C@@H]1CC[C@H](CC1)C(=O)OCC (Ethyl trans-4-{2-fluoro-1-hydroxy-1-[5-(3-methyl-5-{[4-(trifluoromethyl)-pyrimidin-2-yl]amino}phenyl)-1,3-thiazol-2-yl]ethyl}cyclohexanecarboxylate), Cl (HCl). As a reaction SMILES: [F:1][CH2:2][C:3]([C@H:28]1[CH2:33][CH2:32][C@H:31]([C:34]([O:36]CC)=[O:35])[CH2:30][CH2:29]1)([OH:27])[C:4]1[S:5][C:6]([C:9]2[CH:14]=[C:13]([NH:15][C:16]3[N:21]=[C:20]([C:22]([F:25])([F:24])[F:23])[CH:19]=[CH:18][N:17]=3)[CH:12]=[C:11]([CH3:26])[CH:10]=2)=[CH:7][N:8]=1.Cl>CS(C)=O>[F:1][CH2:2][C:3]([C@H:28]1[CH2:33][CH2:32][C@H:31]([C:34]([OH:36])=[O:35])[CH2:30][CH2:29]1)([OH:27])[C:4]1[S:5][C:6]([C:9]2[CH:14]=[C:13]([NH:15][C:16]3[N:21]=[C:20]([C:22]([F:25])([F:24])[F:23])[CH:19]=[CH:18][N:17]=3)[CH:12]=[C:11]([CH3:26])[CH:10]=2)=[CH:7][N:8]=1. Run in CS(=O)C (DMSO).